From a dataset of the Open Reaction Database (ORD), a public repository of structured organic reaction records. describe an organic reaction: reactants, conditions, products, and yield The reactants are C1(CC1)C(=O)Cl (cyclopropanecarboxylic acid chloride), NC1=CC=C(C(=O)CCC(=O)O)C=C1 (3-(p-aminobenzoyl)-propionic acid). Solvent: O1CCCC1 (tetrahydrofuran), O1CCCC1 (tetrahydrofuran). Reaction conditions: time 7 hour. Yields the product C1(CC1)C(=O)NC1=CC=C(C(=O)CCC(=O)O)C=C1 (3-(p-cyclopropylcarbonylaminobenzoyl)-propionic acid). The yield is 75.4%. RXN SMILES: [CH:1]1([C:4](Cl)=[O:5])[CH2:3][CH2:2]1.[NH2:7][C:8]1[CH:20]=[CH:19][C:11]([C:12]([CH2:14][CH2:15][C:16]([OH:18])=[O:17])=[O:13])=[CH:10][CH:9]=1>O1CCCC1>[CH:1]1([C:4]([NH:7][C:8]2[CH:9]=[CH:10][C:11]([C:12]([CH2:14][CH2:15][C:16]([OH:18])=[O:17])=[O:13])=[CH:19][CH:20]=2)=[O:5])[CH2:3][CH2:2]1. Procedure: 3.2 g (30.6 millimoles) of cyclopropanecarboxylic acid chloride, dissolved in 20 ml of absolute tetrahydrofuran, are added dropwise, at room temperature, to a stirred solution of 5.0 g (25.9 millimoles) of 3-(p-aminobenzoyl)-propionic acid in 100 ml of absolute tetrahydrofuran; a precipitate forms. The reaction mixture is then kept for 7 hours under reflux. The product is filtered off at 10° C., washed with water and dried under reduced pressure at 50° C. 5.1 g (75% of theory) of 3-(p-cyclopropy...